This data is from the Open Reaction Database (ORD), a public repository of structured organic reaction records. The task is: describe an organic reaction: reactants, conditions, products, and yield Starting materials: FC1=C(C(=O)O)C=CC(=C1)OC(C)=O (2-fluoro-4-acetoxybenzoic acid), P(Cl)(Cl)(Cl)(Cl)Cl (phosphorus pentachloride). The solvent is C1=CC=CC=C1 (benzene). Conditions: temperature 50 celsius, time 4 hour. The product is FC1=C(C(=O)Cl)C=CC(=C1)OC(C)=O (2-fluoro-4-acetoxy-benzoyl chloride). As a reaction SMILES: [F:1][C:2]1[CH:10]=[C:9]([O:11][C:12](=[O:14])[CH3:13])[CH:8]=[CH:7][C:3]=1[C:4](O)=[O:5].P(Cl)(Cl)(Cl)(Cl)[Cl:16]>C1C=CC=CC=1>[F:1][C:2]1[CH:10]=[C:9]([O:11][C:12](=[O:14])[CH3:13])[CH:8]=[CH:7][C:3]=1[C:4]([Cl:16])=[O:5]. Reported procedure: Then, in a 100 ml-reaction vessel, 9.5 g (4.80×10-2M) of 2-fluoro-4-acetoxybenzoic acid and 50 ml of dry benzene were placed. To the mixture, 10.3 g (4.94×10-2M) of phosphorus pentachloride was added in 30 minutes at room temperature, followed by stirring for 4 hours at 50° C. After cooling, the solvent of the reaction mixture was distilled off to provide oily 2-fluoro-4-acetoxy-benzoyl chloride. Product: COC(=O)C12CCC(CCCO)(CC1)CC2. RXN SMILES: [BH3:18].[CH3:1][O:2][C:3](=[O:4])[C:5]12[CH2:6][CH2:7][C:8]([CH2:13][CH2:14][C:15](=[O:16])[OH:17])([CH2:9][CH2:10]1)[CH2:11][CH2:12]2.[ClH:19].[O:20]1[CH2:21][CH2:22][CH2:23][CH2:24]1>>[CH3:1][O:2][C:3](=[O:4])[C:5]12[CH2:6][CH2:7][C:8]([CH2:13][CH2:14][CH2:15][OH:16])([CH2:9][CH2:10]1)[CH2:11][CH2:12]2. Reactants: B, COC(=O)C12CCC(CCC(=O)O)(CC1)CC2, Cl, C1CCOC1. Starting materials: Cl (hydrochloric acid), C([O-])([O-])=O.[Cs+].[Cs+] (cesium carbonate), [N+](=O)([O-])C1=C(N)C=CC=C1 (2-nitro-aniline), FC1=C(C#N)C=C(C=C1)C(F)(F)F (2-fluoro-5-trifluoromethyl-benzonitrile). Solvent: CN(C)C=O (DMF). Reaction conditions: time 16 hour. Product: [N+](=O)([O-])C1=C(C=CC=C1)NC1=C(C#N)C=C(C=C1)C(F)(F)F (2-(2-Nitro-phenylamino)-5-trifluoromethyl-benzonitrile). Isolated yield 78.1%. As a reaction SMILES: C(=O)([O-])[O-].[Cs+].[Cs+].[N+:7]([C:10]1[CH:16]=[CH:15][CH:14]=[CH:13][C:11]=1[NH2:12])([O-:9])=[O:8].F[C:18]1[CH:25]=[CH:24][C:23]([C:26]([F:29])([F:28])[F:27])=[CH:22][C:19]=1[C:20]#[N:21].Cl>CN(C=O)C>[N+:7]([C:10]1[CH:16]=[CH:15][CH:14]=[CH:13][C:11]=1[NH:12][C:18]1[CH:25]=[CH:24][C:23]([C:26]([F:27])([F:29])[F:28])=[CH:22][C:19]=1[C:20]#[N:21])([O-:9])=[O:8] |f:0.1.2|. Reported procedure: Add cesium carbonate (1.3 g, 4 mmol) to a solution of 2-nitro-aniline (276 mg, 2 mmol) and 2-fluoro-5-trifluoromethyl-benzonitrile (378 mg, 2 mmol) in DMF (10 mL) at room temperature then stir the resulting dark red solution at room temperature for 16 hours and 2 hours at 50° C. Cool down and pour into a mixture of ice and concentrated hydrochloric acid (50 mL, v/v). Extract the aqueous phase with dichloromethane (3×300 mL), wash with water and brine and dry over MgSO4 to yield the title compoun... Reactants: FC=1C(NC(N([C@H]2C[C@H](O)[C@@H](CO)O2)C1)=O)=O (5-fluoro-2'-deoxyuridine), [I-].[Na+] (sodium iodide), C(CCCCCC)(=O)OCCl (chloromethyl n-heptanoate), C([O-])([O-])=O.[K+].[K+] (potassium carbonate). Run in CC(=O)C (acetone). Yields the product C(CCCCCC)(=O)OCN1C(N([C@H]2C[C@H](O)[C@@H](CO)O2)C=C(C1=O)F)=O (3-n-heptanoyloxymethyl-2'-deoxy-5-fluorouridine). The yield is 61.1%. RXN SMILES: [F:1][C:2]1[C:3](=[O:17])[NH:4][C:5](=[O:16])[N:6]([CH:15]=1)[C@@H:7]1[O:14][C@H:11]([CH2:12][OH:13])[C@@H:9]([OH:10])[CH2:8]1.[I-].[Na+].[C:20]([O:28][CH2:29]Cl)(=[O:27])[CH2:21][CH2:22][CH2:23][CH2:24][CH2:25][CH3:26].C(=O)([O-])[O-].[K+].[K+]>CC(C)=O>[C:20]([O:28][CH2:29][N:4]1[C:3](=[O:17])[C:2]([F:1])=[CH:15][N:6]([C@@H:7]2[O:14][C@H:11]([CH2:12][OH:13])[C@@H:9]([OH:10])[CH2:8]2)[C:5]1=[O:16])(=[O:27])[CH2:21][CH2:22][CH2:23][CH2:24][CH2:25][CH3:26] |f:1.2,4.5.6|. Reported procedure: To 70 ml of acetone was added 4.95 g of 5-fluoro-2'-deoxyuridine and 12 g of sodium iodide. With stirring at room temperature, thereto was added 7.19 g of chloromethyl n-heptanoate and 15 g of anhydrous potassium carbonate. After the mixture was reacted with stirring at room temperature overnight, the obtained mixture was concentrated under reduced pressure. To the concentrate was added 150 ml of ethyl acetate, and then the insoluble matter was separated by filtration. The flitrate was washed wi...